This data is from the Open Reaction Database (ORD), a public repository of structured organic reaction records. The task is: describe an organic reaction: reactants, conditions, products, and yield Reactants: C(C)(C)(C)OC(=O)N[C@@H](C(=O)OC)CC1=NC2=CC(=C(C=C2C=C1CP(=O)(OC)OC)Cl)Cl (Methyl (R)-α-t-butoxycarbonylamino-6,7-dichloro-3-dimethylphosphonomethyl-2-quinolinepropionate). Yields the product N[C@@H](C(=O)O)CC1=NC2=CC(=C(C=C2C=C1CP(=O)(O)O)Cl)Cl ((R)-α-amino-6,7-dichloro-3-(phosphonomethyl)-2-quinolinepropanoic acid). Procedure details: Methyl (R)-α-t-butoxycarbonylamino-6,7-dichloro-3-dimethylphosphonomethyl-2-quinolinepropionate (0.26 g, 0.5 mmol) was refluxed in 6M HCl (20 ml) for 4 h. The solvent was removed in vacuo and the residue was coevaporated 3 times with acetonitrile. The resulting powder was treated with water and chloroform, filtered off and finally recrystallized from methanol to give 0.11 g of (R)-α-amino-6,7-dichloro-3-(phosphonomethyl)-2-quinolinepropanoic acid. 1H NMR (D2O, 400 MHz): δ 3.15 (d,2H), 3.56 (dd,1... Reaction SMILES: C(OC([NH:8][C@H:9]([CH2:14][C:15]1[C:24]([CH2:25][P:26]([O:30]C)([O:28]C)=[O:27])=[CH:23][C:22]2[C:17](=[CH:18][C:19]([Cl:33])=[C:20]([Cl:32])[CH:21]=2)[N:16]=1)[C:10]([O:12]C)=[O:11])=O)(C)(C)C>Cl>[NH2:8][C@H:9]([CH2:14][C:15]1[C:24]([CH2:25][P:26]([OH:30])([OH:28])=[O:27])=[CH:23][C:22]2[C:17](=[CH:18][C:19]([Cl:33])=[C:20]([Cl:32])[CH:21]=2)[N:16]=1)[C:10]([OH:12])=[O:11]. Isolated yield 58.0%. The solvent is Cl (HCl).